Dataset: the Open Reaction Database (ORD), a public repository of structured organic reaction records. Task: describe an organic reaction: reactants, conditions, products, and yield The reactants are C1=CC=CC=2SC3=CC=CC=C3NC12 (phenothiazine), N1(C=NC=C1)CCC(=O)O (3-(imidazol-1-yl)-propionic acid), C1(CCCCC1)N=C=NC1CCCCC1 (dicyclohexylcarbodiimide). Solvent: C(C)(=O)OCC (ethyl acetate). Reaction conditions: time 30 minute. Yields the product N1(C=NC=C1)CCC(=O)N1C2=CC=CC=C2SC=2C=CC=CC12 (10-[3-(imidazol-1-yl)-propionyl]-phenothiazine). RXN SMILES: [CH:1]1[C:14]2[NH:13][C:12]3[C:7](=[CH:8][CH:9]=[CH:10][CH:11]=3)[S:6][C:5]=2[CH:4]=[CH:3][CH:2]=1.[N:15]1([CH2:20][CH2:21][C:22](O)=[O:23])[CH:19]=[CH:18][N:17]=[CH:16]1.C1(N=C=NC2CCCCC2)CCCCC1>C(OCC)(=O)C>[N:15]1([CH2:20][CH2:21][C:22]([N:13]2[C:14]3[CH:1]=[CH:2][CH:3]=[CH:4][C:5]=3[S:6][C:7]3[C:12]2=[CH:11][CH:10]=[CH:9][CH:8]=3)=[O:23])[CH:19]=[CH:18][N:17]=[CH:16]1. Reported procedure: A mixture of 19.9 g of phenothiazine, 14 g of 3-(imidazol-1-yl)-propionic acid, 20.6 g of dicyclohexylcarbodiimide, and 200 ml of ethyl acetate is stirred for 30 minutes at 0°, and then for 3 hours at 20°. It is worked up in the customary manner to give 10-[3-(imidazol-1-yl)-propionyl]-phenothiazine, melting point 150°-152°. Starting materials: CC1(C)OB(c2ccc(CBr)cc2)OC1(C)C, COC(C)(C)C, C1CCNCC1, [K+], [K+], O=C([O-])[O-], CN(C)C=O. Product: CC1(C)OB(c2ccc(CN3CCCCC3)cc2)OC1(C)C. RXN SMILES: [Br:1][CH2:2][c:3]1[cH:4][cH:5][c:6]([B:9]2[O:10][C:11]([CH3:16])([CH3:17])[C:12]([CH3:14])([CH3:15])[O:13]2)[cH:7][cH:8]1.[C:35]([O:36][CH3:37])([CH3:38])([CH3:39])[CH3:40].[CH2:18]1[CH2:19][CH2:20][NH:21][CH2:22][CH2:23]1.[K+:24].[K+:25].[O-:26][C:27]([O-:28])=[O:29].[O:30]=[CH:31][N:32]([CH3:33])[CH3:34]>>[CH2:2]([c:3]1[cH:4][cH:5][c:6]([B:9]2[O:10][C:11]([CH3:16])([CH3:17])[C:12]([CH3:14])([CH3:15])[O:13]2)[cH:7][cH:8]1)[N:21]1[CH2:20][CH2:19][CH2:18][CH2:23][CH2:22]1. The yield is 54.1%. Yields the product C(C)(=O)NCCOC1=C(C(=O)NCCN(C)C)C=C(C(=C1)N)Cl (2-(2-Acetylaminoethoxy)-4-amino-5-chloro-N-[2-(dimethylamino)ethyl]benzamide). Run in C(Cl)Cl (methylene chloride). Reaction conditions: time 3 minute. Reactants: NC1=CC(=C(C(=O)NCCN(CC)CC)C=C1Cl)OCCN (4-Amino-2-(2-aminoethoxy)-5-chloro-N-[2-(diethylamino)ethyl]benzamide), C(C)(=O)OC(C)=O (acetic anhydride). Reported procedure: To a solution of 4-amino-2-(2-aminoethoxy)-5-chloro-N-[2-(diethylamino)ethyl]benzamide (780 mg, 2.4 mmoles) (prepared in Example 47) in methylene chloride was added acetic anhydride (245 mg, 2.4 mmoles) and the mixture stirred for 3 minutes. This was concentrated in vacuo and the residue was partitioned between methylene chloride and sodium bicarbonate solution. The organic phase was concentrated and the residue flash-chromatographed on silica using methylene chloride:methanol:ammonia (100:4:0.5... RXN SMILES: [NH2:1][C:2]1[C:17]([Cl:18])=[CH:16][C:5]([C:6]([NH:8][CH2:9][CH2:10][N:11]([CH2:14]C)[CH2:12]C)=[O:7])=[C:4]([O:19][CH2:20][CH2:21][NH2:22])[CH:3]=1.[C:23](OC(=O)C)(=[O:25])[CH3:24]>C(Cl)Cl>[C:23]([NH:22][CH2:21][CH2:20][O:19][C:4]1[CH:3]=[C:2]([NH2:1])[C:17]([Cl:18])=[CH:16][C:5]=1[C:6]([NH:8][CH2:9][CH2:10][N:11]([CH3:14])[CH3:12])=[O:7])(=[O:25])[CH3:24]. The reactants are CC1(OC(=O)CC(=O)O1)C (Meldrum's acid), C=C1CC(=O)O1 (diketene). The solvent is ClCCl (dichloromethane). Yields the product OC(CC(C)=O)=C1C(OC(OC1=O)(C)C)=O (5-(1-hydroxy-3-oxobutylidene)-2,2-dimethyl-1,3-dioxane-4,6-dione). Isolated yield 80.0%. Reaction SMILES: [CH3:1][C:2]1([CH3:10])[O:9][C:7](=[O:8])[CH2:6][C:4](=[O:5])[O:3]1.[CH2:11]=[C:12]1[O:16][C:14](=[O:15])[CH2:13]1>ClCCl>[OH:15][C:14](=[C:6]1[C:7](=[O:8])[O:9][C:2]([CH3:10])([CH3:1])[O:3][C:4]1=[O:5])[CH2:13][C:12](=[O:16])[CH3:11]. Procedure: The above procedure is a modification of the procedure described in the literature at Kang, J; Kim, Y; Park, M; Lee, C.; Kim, W. Synthetic Communications (1984), 14(3), 265-9. In essence Meldrum's acid was reacted with diketene in dichloromethane in the presence of TEA at 20-25° C. for 2 hours to give 80% of 5-(1-hydroxy-3-oxobutylidene)-2,2-dimethyl-1,3-dioxane-4,6-dione (8). The reactants are BrC1=CC=CC(=N1)C1=NN(C2=NC(=NC=C21)Cl)COCC[Si](C)(C)C (3-(6-bromo-pyridin-2-yl)-6-chloro-1-(2-trimethylsilanyl-ethoxymethyl)-1H-pyrazolo[3,4-d]pyrimidine), N1(CCCCC1)CCN (2-(piperidin-1-yl)ethanamine), TEA. Run in CC(C)O (IPA). Product: BrC1=CC=CC(=N1)C1=NN(C2=NC(=NC=C21)NCCN2CCCCC2)COCC[Si](C)(C)C ([3-(6-bromo-pyridin-2-yl)-1-(2-trimethylsilanyl-ethoxymethyl)-1H-pyrazolo[3,4-d]pyrimidin-6-yl]-(2-piperidin-1-yl-ethyl)-amine). RXN SMILES: [Br:1][C:2]1[N:7]=[C:6]([C:8]2[C:16]3[C:11](=[N:12][C:13](Cl)=[N:14][CH:15]=3)[N:10]([CH2:18][O:19][CH2:20][CH2:21][Si:22]([CH3:25])([CH3:24])[CH3:23])[N:9]=2)[CH:5]=[CH:4][CH:3]=1.[N:26]1([CH2:32][CH2:33][NH2:34])[CH2:31][CH2:30][CH2:29][CH2:28][CH2:27]1>CC(O)C>[Br:1][C:2]1[N:7]=[C:6]([C:8]2[C:16]3[C:11](=[N:12][C:13]([NH:34][CH2:33][CH2:32][N:26]4[CH2:31][CH2:30][CH2:29][CH2:28][CH2:27]4)=[N:14][CH:15]=3)[N:10]([CH2:18][O:19][CH2:20][CH2:21][Si:22]([CH3:25])([CH3:24])[CH3:23])[N:9]=2)[CH:5]=[CH:4][CH:3]=1. Procedure details: A mixture of 3-(6-bromo-pyridin-2-yl)-6-chloro-1-(2-trimethylsilanyl-ethoxymethyl)-1H-pyrazolo[3,4-d]pyrimidine (from Example 31 supra) (1.0 g, 2.3 mmol), 2-(piperidin-1-yl)ethanamine (324 mg, 2.53 mmol) and TEA (256 mg, 2.53 mmol) in IPA (30 mL) was stirred at reflux for 16 hours. After cooling to room temperature, the solvent was removed under reduced pressure, and the residue was purified by column chromatography (a silica gel, MeOH:dichloromethane, 1:100) to give [3-(6-bromo-pyridin-2-yl)-1-... Starting materials: CC=1C=C(CC2OC2)C=C(C1O)C(C)(C)C (3-methyl-5-tert.-butyl-4-hydroxybenzyl-oxirane), C1(CCC(N1)=O)=O (succinimide), O (water). The solvent is CN(C=O)C (dimethylformamide). Product: OC(CN1C(CCC1=O)=O)CC1=CC(=C(C(=C1)C(C)(C)C)O)C (N-[2-hydroxy-3-(3-methyl-5-tert.-butyl-4-hydroxyphenyl)-propyl]-succinimide). Reaction SMILES: [CH3:1][C:2]1[CH:3]=[C:4]([CH:9]=[C:10]([C:13]([CH3:16])([CH3:15])[CH3:14])[C:11]=1[OH:12])[CH2:5][CH:6]1[CH2:8][O:7]1.[C:17]1(=[O:23])[NH:21][C:20](=[O:22])[CH2:19][CH2:18]1.O>CN(C)C=O>[OH:7][CH:6]([CH2:5][C:4]1[CH:9]=[C:10]([C:13]([CH3:16])([CH3:15])[CH3:14])[C:11]([OH:12])=[C:2]([CH3:1])[CH:3]=1)[CH2:8][N:21]1[C:17](=[O:23])[CH2:18][CH2:19][C:20]1=[O:22]. Reported procedure: A solution of 6.6 g (0.03 mol) of 3-methyl-5-tert.-butyl-4-hydroxybenzyl-oxirane and 3 g (0.03 mol) of succinimide in 30 ml of dimethylformamide is stirred for 18 hours at a temperature of 150°-55° C whilst passing a slight stream of nitrogen through the mixture. After cooling to room temperature, the reaction mixture is poured into 150 ml of water and the oily reaction product which precipitates is dissolved in toluene. Successive extraction of the toluene phase with dilute hydrochloric acid, 5... Reactants: ClC=1C=C(C=NC1OC(C)C)C1=NC(=NO1)C1=CC=CC=2CN(CCOC21)C(=O)OC(C)(C)C (1,1-dimethylethyl 9-(5-{5-chloro-6-[(1-methylethyl)oxy]-3-pyridinyl}-1,2,4-oxadiazol-3-yl)-2,3-dihydro-1,4-benzoxazepine-4(5H)-carboxylate), Cl (hydrogen chloride). Run in O1CCOCC1 (1,4-dioxane), O1CCOCC1 (dioxane). Run at temperature 60 celsius, time 8 hour. Yields the product Cl.ClC=1C=C(C=NC1OC(C)C)C1=NC(=NO1)C1=CC=CC=2CNCCOC21 (9-(5-{5-Chloro-6-[(1-methylethyl)oxy]-3-pyridinyl}-1,2,4-oxadiazol-3-yl)-2,3,4,5-tetrahydro-1,4-benzoxazepine hydrochloride). Isolated yield 206.0%. Reaction SMILES: [Cl:1][C:2]1[CH:3]=[C:4]([C:12]2[O:16][N:15]=[C:14]([C:17]3[C:27]4[O:26][CH2:25][CH2:24][N:23](C(OC(C)(C)C)=O)[CH2:22][C:21]=4[CH:20]=[CH:19][CH:18]=3)[N:13]=2)[CH:5]=[N:6][C:7]=1[O:8][CH:9]([CH3:11])[CH3:10].Cl>O1CCOCC1>[ClH:1].[Cl:1][C:2]1[CH:3]=[C:4]([C:12]2[O:16][N:15]=[C:14]([C:17]3[C:27]4[O:26][CH2:25][CH2:24][NH:23][CH2:22][C:21]=4[CH:20]=[CH:19][CH:18]=3)[N:13]=2)[CH:5]=[N:6][C:7]=1[O:8][CH:9]([CH3:11])[CH3:10] |f:3.4|. Reported procedure: A mixture of 1,1-dimethylethyl 9-(5-{5-chloro-6-[(1-methylethyl)oxy]-3-pyridinyl}-1,2,4-oxadiazol-3-yl)-2,3-dihydro-1,4-benzoxazepine-4(5H)-carboxylate (Preparation 89) (190 mg, 0.390 mmol), 4M hydrogen chloride in dioxane (1 ml, 4.00 mmol) and 1,4-dioxane (10 ml) was stirred at 60° C. overnight. The reaction mixture was cooled and a white precipitate formed. The solid was filtered off to give the product as a white solid (170 mg). MS (ES) C19H1935ClN4O3 requires 386 Found 387 [M+H]+.